From a dataset of the Open Reaction Database (ORD), a public repository of structured organic reaction records. describe an organic reaction: reactants, conditions, products, and yield Reactants: C(C)C1=NN(C(S1)=N)CC1=CC=C(C=C1)I (5-ethyl-2-imino-3-(4-iodobenzyl)-1,3,4-thiadiazoline), C12=C(CCC1)C(=O)OC2=O (1-cyclopentene-1,2-dicarboxylic anhydride). Solvent: C(C)OCC (diethyl ether), C(Cl)(Cl)Cl (chloroform). Reaction conditions: time 1 hour. Product: C(C)C1=NN(C(S1)=NC(=O)C1=C(CCC1)C(=O)O)CC1=CC=C(C=C1)I (2-[[5-ethyl-3-(4-iodobenzyl)-1,3,4-thiadiazolin-2-yliden]aminocarbonyl]-1-cyclopentene-carboxylic acid). Yield: 98.3%. As a reaction SMILES: [CH2:1]([C:3]1[S:7][C:6](=[NH:8])[N:5]([CH2:9][C:10]2[CH:15]=[CH:14][C:13]([I:16])=[CH:12][CH:11]=2)[N:4]=1)[CH3:2].[C:17]12[C:25](=[O:26])[O:24][C:22](=[O:23])[C:18]=1[CH2:19][CH2:20][CH2:21]2>C(Cl)(Cl)Cl.C(OCC)C>[CH2:1]([C:3]1[S:7][C:6](=[N:8][C:25]([C:17]2[CH2:21][CH2:20][CH2:19][C:18]=2[C:22]([OH:24])=[O:23])=[O:26])[N:5]([CH2:9][C:10]2[CH:15]=[CH:14][C:13]([I:16])=[CH:12][CH:11]=2)[N:4]=1)[CH3:2]. Procedure: To a solution of 5-ethyl-2-imino-3-(4-iodobenzyl)-1,3,4-thiadiazoline (17.3 g) in chloroform (200 ml) was added 1-cyclopentene-1,2-dicarboxylic anhydride (7.5 g), and they were stirred at room temperature for one hour. The reaction mixture was washed with 1N hydrochloric acid and dried over anhydrous magnesium sulfate, followed by removal through distillation. The residue so obtained was dispersed in diethyl ether and collected by filtration, whereby 23.8 g of the title compound was obtained.